From a dataset of the Open Reaction Database (ORD), a public repository of structured organic reaction records. describe an organic reaction: reactants, conditions, products, and yield Reactants: BrB(Br)Br, COc1ccc(S(=O)(=O)c2ccc3cc(Br)ccc3c2)cc1, ClCCl, CCOCC, O. Yields the product O=S(=O)(c1ccc(O)cc1)c1ccc2cc(Br)ccc2c1. RXN SMILES: [B:1]([Br:2])([Br:3])[Br:4].[Br:5][c:6]1[cH:7][c:8]2[cH:9][cH:10][c:11]([S:16](=[O:17])(=[O:18])[c:19]3[cH:20][cH:21][c:22]([O:25][CH3:26])[cH:23][cH:24]3)[cH:12][c:13]2[cH:14][cH:15]1.[CH2:33]([Cl:34])[Cl:35].[CH3:27][CH2:28][O:29][CH2:30][CH3:31].[OH2:32]>>[Br:5][c:6]1[cH:7][c:8]2[cH:9][cH:10][c:11]([S:16](=[O:17])(=[O:18])[c:19]3[cH:20][cH:21][c:22]([OH:25])[cH:23][cH:24]3)[cH:12][c:13]2[cH:14][cH:15]1. Starting materials: CS(=O)(=O)Cl, OCC1CCCO1, O, c1ccncc1. The product is CS(=O)(=O)OCC1CCCO1. RXN SMILES: [CH3:8][S:9]([Cl:10])(=[O:11])=[O:12].[O:1]1[CH:2]([CH2:6][OH:7])[CH2:3][CH2:4][CH2:5]1.[OH2:13].[cH:14]1[cH:15][cH:16][n:17][cH:18][cH:19]1>>[O:1]1[CH:2]([CH2:6][O:7][S:9]([CH3:8])(=[O:11])=[O:12])[CH2:3][CH2:4][CH2:5]1. The reactants are [OH-].[Na+] (sodium hydroxide), C(CC)C=1C=C2C(=NC1)C(N(C2=O)C(C(=O)N)(C)C(C)C)=O (α-[3-n-propyl-6H-pyrrolo[3,4-b]pyridine-5,7-dione-6-yl]-α-isopropyl-α-methyl-acetamide), O (water). Run in C1(=CC=CC=C1)C (toluene). The product is C(C)(C)C1(C(N=C2N1C(C=1C2=NC=C(C1)CCC)=O)=O)C (3-isopropyl-3-methyl-7-n-propyl-3H-imidazo[1',2':1,2]pyrrolo[3,4-b]pyridine-2,5-dione). Reaction SMILES: [OH-].[Na+].[CH2:3]([C:6]1[CH:7]=[C:8]2[C:14](=[O:15])[N:13]([C:16]([CH:21]([CH3:23])[CH3:22])([CH3:20])[C:17]([NH2:19])=[O:18])[C:12](=O)[C:9]2=[N:10][CH:11]=1)[CH2:4][CH3:5].O>C1(C)C=CC=CC=1>[CH:21]([C:16]1([CH3:20])[N:13]2[C:14](=[O:15])[C:8]3[C:9](=[N:10][CH:11]=[C:6]([CH2:3][CH2:4][CH3:5])[CH:7]=3)[C:12]2=[N:19][C:17]1=[O:18])([CH3:23])[CH3:22] |f:0.1|. Reported procedure: With the simultaneous addition of 0.5 g of powdered sodium hydroxide, a solution of α-[3-n-propyl-6H-pyrrolo[3,4-b]pyridine-5,7-dione-6-yl]-α-isopropyl-α-methyl-acetamide (m.p.: 82° C.) in 100 ml of toluene is heated under reflux for 2 hours in a water separator. After the reaction solution has cooled, it is filtered through silica gel and the filtrate is washed with ethyl acetate and then concentrated by evaporation. The residue is recrystallised from ethyl acetate/petroleum ether, affording 13...